Dataset: the Open Reaction Database (ORD), a public repository of structured organic reaction records. Task: describe an organic reaction: reactants, conditions, products, and yield Starting materials: ClC1=NC=CC(=N1)C1=CC(=CC=C1)[N+](=O)[O-] (2-Chloro-4-(3-nitro-phenyl)-pyrimidine), 206. Solvent: C(C)O (ethanol), [Pt] (Pt/C). Reaction conditions: time 24 hour. Yields the product ClC1=NC=CC(=N1)C=1C=C(C=CC1)N (3-(2-Chloro-pyrimidin-4-yl)-phenylamine). Isolated yield 90.0%. RXN SMILES: [Cl:1][C:2]1[N:7]=[C:6]([C:8]2[CH:13]=[CH:12][CH:11]=[C:10]([N+:14]([O-])=O)[CH:9]=2)[CH:5]=[CH:4][N:3]=1>C(O)C.[Pt]>[Cl:1][C:2]1[N:7]=[C:6]([C:8]2[CH:9]=[C:10]([NH2:14])[CH:11]=[CH:12][CH:13]=2)[CH:5]=[CH:4][N:3]=1. Procedure details: Intermediate 5 was dissolved in ethanol along with 5 mol % of 5% Pt/C. The mixture was stirred under an atmosphere of H2 for 24 hours and then filtered through a pad of Celite to remove catalyst. Removal of the solvent gave product in 90% yield. LC-MS showed purity>95% and the expected M+H+ of 206. Reactants: FC1=C2C=CC=NC2=CC(=C1CC1=NN=C2N1N=C(C=C2)C(C)=O)F (1-[3-(5,7-difluoro-quinolin-6-ylmethyl)-[1,2,4]triazolo[4,3-b]pyridazin-6-yl]-ethanone), NNC(=O)N (semicarbazide), C([O-])(O)=O.[Na+] (sodium bicarbonate). Solvent: CO (methanol). Reaction conditions: temperature 40 celsius, time 20 hour. Yields the product FC1=C2C=CC=NC2=CC(=C1CC1=NN=C2N1N=C(C=C2)\C(\C)=N\NC(=O)N)F ((E)-2-(1-(3-((5,7-Difluoroquinolin-6-yl)methyl)-[1,2,4]triazolo[4,3-b]pyridazin-6-yl)ethylidene)hydrazinecarboxamide). Yield: 81.8%. Reaction SMILES: [F:1][C:2]1[C:11]([CH2:12][C:13]2[N:17]3[N:18]=[C:19]([C:22](=O)[CH3:23])[CH:20]=[CH:21][C:16]3=[N:15][N:14]=2)=[C:10]([F:25])[CH:9]=[C:8]2[C:3]=1[CH:4]=[CH:5][CH:6]=[N:7]2.[NH2:26][NH:27][C:28]([NH2:30])=[O:29].C(=O)(O)[O-].[Na+]>CO>[F:1][C:2]1[C:11]([CH2:12][C:13]2[N:17]3[N:18]=[C:19](/[C:22](=[N:26]/[NH:27][C:28]([NH2:30])=[O:29])/[CH3:23])[CH:20]=[CH:21][C:16]3=[N:15][N:14]=2)=[C:10]([F:25])[CH:9]=[C:8]2[C:3]=1[CH:4]=[CH:5][CH:6]=[N:7]2 |f:2.3|. Procedure: A mixture of 1-[3-(5,7-difluoro-quinolin-6-ylmethyl)-[1,2,4]triazolo[4,3-b]pyridazin-6-yl]-ethanone (38 mg, 0.112 mmol), semicarbazide (37.5 mg, 0.336 mmol) and sodium bicarbonate (40 mg, 0.67 mmol) in methanol (3 mL) was stirred at 40° C. for 20 h. LC/MS showed the reaction was complete, and the suspension was filtered. The filtrate cake was washed successively with cold water and methanol, and then dried to afford 36.3 mg (82% yield) of the title compound as white solid. 1H-NMR (400 MHz, DMSO-... Starting materials: C1CCCCC1 (cyclohexane), C1(=CC=CC=C1)P(C1=CC=CC=C1)C1=CC=CC=C1 (triphenylphosphine), FC1=CC=2C3=C(N(C2C=C1)COC)C(N(N=C3CO)C3=CC=CC=C3)=O (8-fluoro-1-(hydroxymethyl)-5-(methoxymethyl)-3-phenyl-3,5-dihydro-4H-pyridazino[4,5-b]indol-4-one), BrC(Br)(Br)Br (tetrabromomethane). The solvent is ClCCl (dichloromethane). Conditions: time 2 hour. Yields the product BrCC1=NN(C(C=2N(C=3C=CC(=CC3C21)F)COC)=O)C2=CC=CC=C2 (1-(Bromomethyl)-8-fluoro-5-(methoxymethyl)-3-phenyl-3,5-dihydro-4H-pyridazino[4,5-b]indol-4-one). The yield is 77.8%. Reaction SMILES: C1(P(C2C=CC=CC=2)C2C=CC=CC=2)C=CC=CC=1.[F:20][C:21]1[CH:29]=[CH:28][C:27]2[N:26]([CH2:30][O:31][CH3:32])[C:25]3[C:33](=[O:45])[N:34]([C:39]4[CH:44]=[CH:43][CH:42]=[CH:41][CH:40]=4)[N:35]=[C:36]([CH2:37]O)[C:24]=3[C:23]=2[CH:22]=1.[Br:46]C(Br)(Br)Br.C1CCCCC1>ClCCl>[Br:46][CH2:37][C:36]1[C:24]2[C:23]3[CH:22]=[C:21]([F:20])[CH:29]=[CH:28][C:27]=3[N:26]([CH2:30][O:31][CH3:32])[C:25]=2[C:33](=[O:45])[N:34]([C:39]2[CH:44]=[CH:43][CH:42]=[CH:41][CH:40]=2)[N:35]=1. Reported procedure: 4.5 g (17.1 mmol) of triphenylphosphine are added to a solution of 3.2 g (9 mmol) of 8-fluoro-1-(hydroxymethyl)-5-(methoxymethyl)-3-phenyl-3,5-dihydro-4H-pyridazino[4,5-b]indol-4-one and of 6.3 g (19 mmol) of tetrabromomethane in 200 ml of dichloromethane. The mixture is stirred for 2 h, 50 ml of cyclohexane are added and the precipitate is collected by filtration and dried under reduced pressure. 2.9 g (7 mmol) of solid are isolated, which solid is used as is in the following stage. Reactants: BrCC1=C(C(=CC=C1)[N+](=O)[O-])F (1-bromomethyl-2-fluoro-3-nitrobenzene), Cl (hydrochloric acid), C(CC(=O)C)(=O)OCC (Ethyl acetoacetate), [H-].[Na+] (sodium hydride). Run in C1CCOC1 (THF), C1CCOC1 (THF). Run at temperature 0 celsius, time 30 minute. Yields the product C(C)OC(C(C(C)=O)CC1=C(C(=CC=C1)[N+](=O)[O-])F)=O (2-(2-Fluoro-3-nitrobenzyl)-3-oxobutanoic acid ethyl ester). Isolated yield 62.7%. RXN SMILES: [C:1]([O:7][CH2:8][CH3:9])(=[O:6])[CH2:2][C:3]([CH3:5])=[O:4].[H-].[Na+].Br[CH2:13][C:14]1[CH:19]=[CH:18][CH:17]=[C:16]([N+:20]([O-:22])=[O:21])[C:15]=1[F:23].Cl>C1COCC1>[CH2:8]([O:7][C:1](=[O:6])[CH:2]([CH2:13][C:14]1[CH:19]=[CH:18][CH:17]=[C:16]([N+:20]([O-:22])=[O:21])[C:15]=1[F:23])[C:3](=[O:4])[CH3:5])[CH3:9] |f:1.2|. Procedure: Ethyl acetoacetate (37.4 mL, 294 mmol) was added at 0° C. to a suspension of sodium hydride (65%, 10.8 g) in THF (600 mL), and the mixture was stirred at 0° C. for 30 minutes. It was added dropwise at 0° C. to a solution of 1-bromomethyl-2-fluoro-3-nitrobenzene (compound 1a-1) (68.7 g, 294 mmol) in THF (400 mL), and the reaction mixture was stirred at room temperature overnight. The reaction mixture was then poured into 0.5N hydrochloric acid and extracted with ethyl acetate. The organic extract...